This data is from the Open Reaction Database (ORD), a public repository of structured organic reaction records. The task is: describe an organic reaction: reactants, conditions, products, and yield Reactants: CC1(CC1)C(=O)O (1-methylcyclopropane-1-carboxylic acid), CCN(C(C)C)C(C)C (iPr2NEt), C(Cl)Cl.CN(C)C=O (CH2Cl2 DMF), CCN=C=NCCCN(C)C.Cl (EDAC-HCl), C=1C=CC2=C(C1)N=NN2O (HOBt). Product: ClC=1C=C2C(=NC1)NC=C2C2=NC=CC(=N2)NC2N(CCCC2)C(CC=O)(C)C (3-((2-(5-chloro-1H-pyrrolo[2,3-b]pyridin-3-yl)pyrimidin-4-ylamino)piperidin-1-yl)-3-methylbutan-1-one). RXN SMILES: C[C:2]1([C:5]([OH:7])=O)[CH2:4][CH2:3]1.[CH3:8][CH2:9][N:10]=[C:11]=[N:12][CH2:13][CH2:14][CH2:15][N:16](C)C.[ClH:19].[CH:20]1[CH:21]=[CH:22][C:23]2[N:28](O)N=[N:26][C:24]=2[CH:25]=1.[CH3:30][CH2:31]N(C(C)C)C(C)C.[CH2:39](Cl)Cl.[CH3:42][N:43]([CH:45]=O)C>>[Cl:19][C:22]1[CH:21]=[C:20]2[C:25]([C:24]3[N:26]=[C:13]([NH:12][CH:11]4[CH2:31][CH2:30][CH2:8][CH2:9][N:10]4[C:4]([CH3:3])([CH3:39])[CH2:2][CH:5]=[O:7])[CH:14]=[CH:15][N:16]=3)=[CH:45][NH:43][C:42]2=[N:28][CH:23]=1 |f:1.2,5.6|. Reported procedure: 1-methylcyclopropane-1-carboxylic acid, EDAC-HCl, HOBt, iPr2NEt, CH2Cl2/DMF. As a reaction SMILES: [CH2:36]1[O:37][CH2:38][CH2:39][CH2:40]1.[CH2:41]1[O:42][CH2:43][CH2:44][CH2:45]1.[CH3:1][S:2][c:3]1[n:4][cH:5][c:6]2[c:7]([n:32]1)[N:8]1[CH2:9][CH2:10][CH2:11][CH:12]1[CH2:13][N:14]([c:17]1[cH:18][c:19](-[c:23]3[n:24][o:25][c:26]([C:28]([O:30][CH3:29])=[O:31])[n:27]3)[cH:20][cH:21][cH:22]1)[C:15]2=[O:16].[CH3:33][NH:34][CH3:35]>>[CH3:1][S:2][c:3]1[n:4][cH:5][c:6]2[c:7]([n:32]1)[N:8]1[CH2:9][CH2:10][CH2:11][CH:12]1[CH2:13][N:14]([c:17]1[cH:18][c:19](-[c:23]3[n:24][o:25][c:26]([C:28](=[O:30])[N:34]([CH3:33])[CH3:35])[n:27]3)[cH:20][cH:21][cH:22]1)[C:15]2=[O:16]. The reactants are C1CCOC1, C1CCOC1, COC(=O)c1nc(-c2cccc(N3CC4CCCN4c4nc(SC)ncc4C3=O)c2)no1, CNC. Yields the product CSc1ncc2c(n1)N1CCCC1CN(c1cccc(-c3noc(C(=O)N(C)C)n3)c1)C2=O. The reactants are O=C([O-])[O-], CCO, NC(=O)c1cccc(Cl)c1, [K+], [K+], c1ccc(N2CCNCC2)nc1. The product is O=C(NCN1CCN(c2ccccn2)CC1)c1cccc(Cl)c1. Reaction SMILES: [C:23](=[O:24])([O-:25])[O-:26].[CH2:29]([OH:30])[CH3:31].[Cl:13][c:14]1[cH:15][c:16]([C:17](=[O:18])[NH2:19])[cH:20][cH:21][cH:22]1.[K+:27].[K+:28].[n:1]1[c:2]([N:7]2[CH2:8][CH2:9][NH:10][CH2:11][CH2:12]2)[cH:3][cH:4][cH:5][cH:6]1>>[n:1]1[c:2]([N:7]2[CH2:8][CH2:9][N:10]([CH2:23][NH:19][C:17]([c:16]3[cH:15][c:14]([Cl:13])[cH:22][cH:21][cH:20]3)=[O:18])[CH2:11][CH2:12]2)[cH:3][cH:4][cH:5][cH:6]1.